Dataset: the Open Reaction Database (ORD), a public repository of structured organic reaction records. Task: describe an organic reaction: reactants, conditions, products, and yield The reactants are CC(C)(C)c1ccc(CBr)cc1, CC(C)(C)n1ncc(S)c(Br)c1=O, CN(C)C=O, [Na+], [Na+], O=C([O-])[O-], O. Product: CC(C)(C)c1ccc(CSc2cnn(C(C)(C)C)c(=O)c2Br)cc1. Reaction SMILES: [C:19]([CH3:20])([CH3:21])([CH3:22])[c:23]1[cH:24][cH:25][c:26]([CH2:27][Br:28])[cH:29][cH:30]1.[C:6]([CH3:7])([CH3:8])([CH3:9])[n:10]1[n:11][cH:12][c:13]([SH:18])[c:14]([Br:17])[c:15]1=[O:16].[CH3:1][N:2]([CH3:3])[CH:4]=[O:5].[Na+:31].[Na+:32].[O-:33][C:34](=[O:35])[O-:36].[OH2:37]>>[C:6]([CH3:7])([CH3:8])([CH3:9])[n:10]1[n:11][cH:12][c:13]([S:18][CH2:27][c:26]2[cH:25][cH:24][c:23]([C:19]([CH3:20])([CH3:21])[CH3:22])[cH:30][cH:29]2)[c:14]([Br:17])[c:15]1=[O:16].